From a dataset of the Open Reaction Database (ORD), a public repository of structured organic reaction records. describe an organic reaction: reactants, conditions, products, and yield Starting materials: CS(=O)(=O)c1ccc(C(=O)CBr)cc1, CC(=O)[O-], [Na+], CN(C)C=O. Yields the product CC(=O)OCC(=O)c1ccc(S(C)(=O)=O)cc1. As a reaction SMILES: [Br:1][CH2:2][C:3](=[O:4])[c:5]1[cH:6][cH:7][c:8]([S:11](=[O:12])(=[O:13])[CH3:14])[cH:9][cH:10]1.[CH3:16][C:17]([O-:18])=[O:19].[Na+:15].[O:20]=[CH:21][N:22]([CH3:23])[CH3:24]>>[CH2:2]([C:3](=[O:4])[c:5]1[cH:6][cH:7][c:8]([S:11](=[O:12])(=[O:13])[CH3:14])[cH:9][cH:10]1)[O:19][C:17]([CH3:16])=[O:18]. Reactants: BrC(=C(CN1C(C=2C(C1=O)=CC=CC2)=O)C2=CC=CC=C2)Br (1,1-dibromo-2-phenyl-3-phthalimidopropene), O.NN (hydrazine hydrate), Cl (hydrochloric acid). Run in CO (methanol). The product is Cl.C1(=CC=CC=C1)C(CN)=C(Br)Br (2-phenyl-3,3-dibromoallylamine hydrochloride). RXN SMILES: [Br:1][C:2]([Br:22])=[C:3]([C:16]1[CH:21]=[CH:20][CH:19]=[CH:18][CH:17]=1)[CH2:4][N:5]1C(=O)C2=CC=CC=C2C1=O.O.NN.[ClH:26]>CO>[ClH:26].[C:16]1([C:3](=[C:2]([Br:1])[Br:22])[CH2:4][NH2:5])[CH:21]=[CH:20][CH:19]=[CH:18][CH:17]=1 |f:1.2,5.6|. Reported procedure: Treatment of 1,1-dibromo-2-phenyl-3-phthalimidopropene (421 mg) with hydrazine hydrate (55 mg) and methanol (6 ml) followed by 50% aqueous hydrochloric acid as described in Example 19 D gives 2-phenyl-3,3-dibromoallylamine hydrochloride (175 mg): colorless needles; m.p. 243°-244°; Reactants: BrC=1C=C(C=NC1)OC(C(=O)NC(C#CC)(C)C)CC (2-(5-Bromo-3-pyridyloxy)-N-(4-methylpent-2-yn-4-yl)butyramide), C(CCC)C(=C(CCCC)CCCC)[Sn] (tributylvinyl tin), C(C)OCC (diethyl ether). Reagents/catalysts: [Pd].C1(=CC=CC=C1)P(C1=CC=CC=C1)C1=CC=CC=C1.C1(=CC=CC=C1)P(C1=CC=CC=C1)C1=CC=CC=C1.C1(=CC=CC=C1)P(C1=CC=CC=C1)C1=CC=CC=C1.C1(=CC=CC=C1)P(C1=CC=CC=C1)C1=CC=CC=C1 (tetrakis(triphenylphosphine) palladium (0)). Run in C1(=CC=CC=C1)C (toluene). Run at time 72 hour. The product is C(=C)C=1C=C(C=NC1)OC(C(=O)NC(C#CC)(C)C)CC (2-(5-ethenyl-3-pyridyloxy)-N-(4-methylpent-2-yn-4-yl)butyramide). Reaction SMILES: Br[C:2]1[CH:3]=[C:4]([O:8][CH:9]([CH2:19][CH3:20])[C:10]([NH:12][C:13]([CH3:18])([CH3:17])[C:14]#[C:15][CH3:16])=[O:11])[CH:5]=[N:6][CH:7]=1.[CH2:21](C([Sn])=C(CCCC)CCCC)[CH2:22]CC.C(OCC)C>C1(C)C=CC=CC=1.[Pd].C1(P(C2C=CC=CC=2)C2C=CC=CC=2)C=CC=CC=1.C1(P(C2C=CC=CC=2)C2C=CC=CC=2)C=CC=CC=1.C1(P(C2C=CC=CC=2)C2C=CC=CC=2)C=CC=CC=1.C1(P(C2C=CC=CC=2)C2C=CC=CC=2)C=CC=CC=1>[CH:21]([C:2]1[CH:3]=[C:4]([O:8][CH:9]([CH2:19][CH3:20])[C:10]([NH:12][C:13]([CH3:18])([CH3:17])[C:14]#[C:15][CH3:16])=[O:11])[CH:5]=[N:6][CH:7]=1)=[CH2:22] |f:4.5.6.7.8,^1:22|. Procedure details: 2-(5-Bromo-3-pyridyloxy)-N-(4-methylpent-2-yn-4-yl)butyramide (0.34 g), tetrakis(triphenylphosphine) palladium (0) (0.0.02 g) and tributylvinyl tin(0.38 g) in dry toluene (5 ml) were stirred and heated to reflux for 9 hours under an atmosphere of nitrogen. The mixture was cooled to ambient temperature, stored for 72 hours then evaporated under reduced pressure to give a gum that was fractionated by chromatography (silica; diethyl ether) to give the required product, 0.16 g, as a colourless gum. Run in C(Cl)Cl (methylene chloride). Procedure details: To a suspension of 2-n-butyl-1-(2-chlorophenyl)methyl-7-hydroxymethyl-1H-benzimidazole (1.01 g, 2.76 mmol) in methylene chloride (50 mL) was added thionyl chloride (0.61 mL). The resulting solution was stirred at ambient temperature for one hour, the solvent was evaporated, the residue triturated with toluene and then petroleum ether, and the white crystals (1.06 g) of 2-n-butyl-7-chloromethyl-1-(2-chlorophenyl)methyl-1H-benzimidazole were isolated and washed well with ether to give the title co... Conditions: time 1 hour. As a reaction SMILES: [CH2:1]([C:5]1[N:9]([CH2:10][C:11]2[CH:16]=[CH:15][CH:14]=[CH:13][C:12]=2[Cl:17])[C:8]2[C:18]([CH2:22]O)=[CH:19][CH:20]=[CH:21][C:7]=2[N:6]=1)[CH2:2][CH2:3][CH3:4].S(Cl)([Cl:26])=O>C(Cl)Cl>[CH2:1]([C:5]1[N:9]([CH2:10][C:11]2[CH:16]=[CH:15][CH:14]=[CH:13][C:12]=2[Cl:17])[C:8]2[C:18]([CH2:22][Cl:26])=[CH:19][CH:20]=[CH:21][C:7]=2[N:6]=1)[CH2:2][CH2:3][CH3:4]. The reactants are C(CCC)C1=NC2=C(N1CC1=C(C=CC=C1)Cl)C(=CC=C2)CO (2-n-butyl-1-(2-chlorophenyl)methyl-7-hydroxymethyl-1H-benzimidazole), S(=O)(Cl)Cl (thionyl chloride). Product: C(CCC)C1=NC2=C(N1CC1=C(C=CC=C1)Cl)C(=CC=C2)CCl (2-n-butyl-7-chloromethyl-1-(2-chlorophenyl)methyl-1H-benzimidazole). Starting materials: Cc1nc2sccn2c1C(=O)NCC1NCC2CC(C)CC21, Cc1nc(C(=O)O)c(-c2ccc(C(F)(F)F)cc2)s1. Product: Cc1nc(C(=O)N2CC3CC(C)CC3C2CNC(=O)c2c(C)nc3sccn23)c(-c2ccc(C(F)(F)F)cc2)s1. Reaction SMILES: [CH3:1][CH:2]1[CH2:3][CH:4]2[CH2:5][NH:6][CH:7]([CH2:10][NH:11][C:12](=[O:13])[c:14]3[c:15]([CH3:22])[n:16][c:17]4[s:18][cH:19][cH:20][n:21]34)[CH:8]2[CH2:9]1.[CH3:23][c:24]1[s:25][c:26](-[c:32]2[cH:33][cH:34][c:35]([C:38]([F:39])([F:40])[F:41])[cH:36][cH:37]2)[c:27]([C:29](=[O:30])[OH:31])[n:28]1>>[CH3:1][CH:2]1[CH2:3][CH:4]2[CH2:5][N:6]([C:29]([c:27]3[c:26](-[c:32]4[cH:33][cH:34][c:35]([C:38]([F:39])([F:40])[F:41])[cH:36][cH:37]4)[s:25][c:24]([CH3:23])[n:28]3)=[O:30])[CH:7]([CH2:10][NH:11][C:12](=[O:13])[c:14]3[c:15]([CH3:22])[n:16][c:17]4[s:18][cH:19][cH:20][n:21]34)[CH:8]2[CH2:9]1. The reactants are CCc1nc(C(=O)O)c2n1-c1cccc([N+](=O)[O-])c1OC2, CO. Product: CCc1nc(C(=O)O)c2n1-c1cccc(N)c1OC2. Reaction SMILES: [CH2:1]([CH3:2])[c:3]1[n:4][c:5]([C:19](=[O:20])[OH:21])[c:6]2[n:11]1-[c:10]1[c:9]([c:15]([N+:16]([O-:17])=[O:18])[cH:14][cH:13][cH:12]1)[O:8][CH2:7]2.[CH3:22][OH:23]>>[CH2:1]([CH3:2])[c:3]1[n:4][c:5]([C:19](=[O:20])[OH:21])[c:6]2[n:11]1-[c:10]1[c:9]([c:15]([NH2:16])[cH:14][cH:13][cH:12]1)[O:8][CH2:7]2. Reactants: NCC#N (2-Aminoacetonitrile), CN1CCOCC1 (4-methylmorpholine), CC([C@H](C(=O)O)N1CC=2C=CN=C3C2C(C1=O)=CN3)(C)C ((R)-3,3-Dimethyl-2-(3-oxopyrrolo[4,3,2-de][2,6]naphthyridin-4(1H,3H,5H)-yl)butanoic acid), C1=CC=C2C(=C1)N=NN2O.O (HOBt hydrate), CCN=C=NCCCN(C)C.Cl (EDC hydrochloride). The solvent is CN(C)C=O (DMF). Reaction conditions: time 2 hour. Product: C(#N)CNC([C@@H](C(C)(C)C)N1CC=2C=CN=C3C2C(C1=O)=CN3)=O ((R)—N-(cyanomethyl)-3,3-dimethyl-2-(3-oxopyrrolo[4,3,2-de][2,6]naphthyridin-4(1H,3H,5H)-yl)butanamide). Yield: 79.6%. RXN SMILES: [CH3:1][C:2]([CH3:21])([CH3:20])[C@@H:3]([N:7]1[C:16](=[O:17])[C:15]2=[CH:18][NH:19][C:13]3[C:14]2=[C:9]([CH:10]=[CH:11][N:12]=3)[CH2:8]1)[C:4](O)=[O:5].C1C=[C:26]2[N:28]=N[N:30](O)[C:25]2=CC=1.O.CCN=C=NCCCN(C)C.Cl.NCC#N.CN1CCOCC1>CN(C=O)C>[C:26]([CH2:25][NH:30][C:4](=[O:5])[C@H:3]([N:7]1[C:16](=[O:17])[C:15]2=[CH:18][NH:19][C:13]3[C:14]2=[C:9]([CH:10]=[CH:11][N:12]=3)[CH2:8]1)[C:2]([CH3:20])([CH3:21])[CH3:1])#[N:28] |f:1.2,3.4|. Procedure: (R)-3,3-Dimethyl-2-(3-oxopyrrolo[4,3,2-de][2,6]naphthyridin-4(1H,3H,5H)-yl)butanoic acid (40.0 mg, 0.139 mmol), HOBt hydrate (25.6 mg, 0.167 mmol), and EDC hydrochloride (40.0 mg, 0.209 mmol) were combined in DMF (2 mL). 2-Aminoacetonitrile (11.71 mg, 0.209 mmol) and 4-methylmorpholine (0.062 mL, 0.557 mmol) were added, and the reaction mixture was stirred at room temperature for 2 h. The product was purified by preparative HPLC (10-45% AcCN/H2O with 0.035% TFA), concentrated in vacuo, and lyoph... Reactants: N1C=CC=2C1=NC=C(C2)OC2=C(C(=O)NS(=O)(=O)C1=CC(=C(C=C1)NCCCN(C(OC(C)(C)C)=O)C1CC1)[N+](=O)[O-])C=CC(=C2)N2CCN(CC2)CC2=C(CC(CC2)(C)C)C2=CC=C(C=C2)Cl (tert-butyl 3-(4-(N-(2-(1H-pyrrolo[2,3-b]pyridin-5-yloxy)-4-(4-((2-(4-chlorophenyl)-4,4-dimethylcyclohex-1-enyl)methyl)piperazin-1-yl)benzoyl)sulfamoyl)-2-nitrophenylamino)propyl(cyclopropyl)carbamate), FC(C(=O)O)(F)F (trifluoroacetic acid). The solvent is ClCCl (dichloromethane). Conditions: time 2 hour. The product is ClC1=CC=C(C=C1)C1=C(CCC(C1)(C)C)CN1CCN(CC1)C1=CC(=C(C(=O)NS(=O)(=O)C2=CC(=C(C=C2)NCCCNC2CC2)[N+](=O)[O-])C=C1)OC=1C=C2C(=NC1)NC=C2 (4-(4-{[2-(4-chlorophenyl)-4,4-dimethylcyclohex-1-en-1-yl]methyl}piperazin-1-yl)-N-[(4-{[3-(cyclopropylamino)propyl]amino}-3-nitrophenyl)sulfonyl]-2-(1H-pyrrolo[2,3-b]pyridin-5-yloxy)benzamide). RXN SMILES: [NH:1]1[C:5]2=[N:6][CH:7]=[C:8]([O:10][C:11]3[CH:46]=[C:45]([N:47]4[CH2:52][CH2:51][N:50]([CH2:53][C:54]5[CH2:59][CH2:58][C:57]([CH3:61])([CH3:60])[CH2:56][C:55]=5[C:62]5[CH:67]=[CH:66][C:65]([Cl:68])=[CH:64][CH:63]=5)[CH2:49][CH2:48]4)[CH:44]=[CH:43][C:12]=3[C:13]([NH:15][S:16]([C:19]3[CH:24]=[CH:23][C:22]([NH:25][CH2:26][CH2:27][CH2:28][N:29]([CH:37]4[CH2:39][CH2:38]4)C(=O)OC(C)(C)C)=[C:21]([N+:40]([O-:42])=[O:41])[CH:20]=3)(=[O:18])=[O:17])=[O:14])[CH:9]=[C:4]2[CH:3]=[CH:2]1.FC(F)(F)C(O)=O>ClCCl>[Cl:68][C:65]1[CH:64]=[CH:63][C:62]([C:55]2[CH2:56][C:57]([CH3:60])([CH3:61])[CH2:58][CH2:59][C:54]=2[CH2:53][N:50]2[CH2:51][CH2:52][N:47]([C:45]3[CH:44]=[CH:43][C:12]([C:13]([NH:15][S:16]([C:19]4[CH:24]=[CH:23][C:22]([NH:25][CH2:26][CH2:27][CH2:28][NH:29][CH:37]5[CH2:38][CH2:39]5)=[C:21]([N+:40]([O-:42])=[O:41])[CH:20]=4)(=[O:18])=[O:17])=[O:14])=[C:11]([O:10][C:8]4[CH:9]=[C:4]5[CH:3]=[CH:2][NH:1][C:5]5=[N:6][CH:7]=4)[CH:46]=3)[CH2:48][CH2:49]2)=[CH:67][CH:66]=1. Reported procedure: To a solution of EXAMPLE 291D (2.56 g) in dichloromethane (10 mL) was added trifluoroacetic acid (10 mL). The mixture was stirred for 2 hours. The mixture was concentrated under vacuum and the residue was dissolved in dichloromethane (300 mL) and washed with aqueous NaHCO3, water, and brine and dried over Na2SO4. Filtration and evaporation of the solvent gave the crude product. The title compound was obtained by dissolving 200 mg of the crude material in dimethylsulfoxide/methanol (1:1, 10 mL) a...